Dataset: the Open Reaction Database (ORD), a public repository of structured organic reaction records. Task: describe an organic reaction: reactants, conditions, products, and yield Starting materials: BrC1=C(C=CC=C1)C(F)(F)F (1-bromo-2-(trifluoromethyl)benzene), C(CCC)[Li] (n-butyllithium), Cl (HCl), C(C)(C)OB(OC(C)C)OC(C)C (Triisopropylborate). Solvent: C1CCOC1 (THF), CCCCCC (hexane). Reaction conditions: temperature 10 celsius, time 1 hour. Product: FC(C1=C(C=CC=C1)B(O)O)(F)F (2-(trifluoromethyl)phenylboronic acid). The yield is 93.0%. Reaction SMILES: Br[C:2]1[CH:7]=[CH:6][CH:5]=[CH:4][C:3]=1[C:8]([F:11])([F:10])[F:9].C([Li])CCC.C([O:20][B:21](OC(C)C)[O:22]C(C)C)(C)C.Cl>C1COCC1.CCCCCC>[F:9][C:8]([F:11])([F:10])[C:3]1[CH:4]=[CH:5][CH:6]=[CH:7][C:2]=1[B:21]([OH:22])[OH:20]. Reported procedure: To a solution of 58.8 g (0.261 mol) of 1-bromo-2-(trifluoromethyl)benzene in 250 mL of THF under Ar was added 110 mL (0.275 mol) of 2.5M n-butyllithium in hexane over 35 minutes, keeping the temperature between 0-5° C. The reaction mixture was allowed to warm to 10° C. Triisopropylborate (95 mL, 0.313 mol) was added, keeping the temperature below 35° C. After 1 hour, the reaction mixture was cooled, 1N HCl (425 mL) was added, and the mixture was stirred overnight. The mixture was extracted with ... Reactants: CC(=O)Cl, ClCCN1CCNCC1, Cl, Cl, [Na+], [OH-], O. Product: CC(=O)N1CCN(CCCl)CC1. Reaction SMILES: [CH3:14][C:15]([Cl:16])=[O:17].[Cl:3][CH2:4][CH2:5][N:6]1[CH2:7][CH2:8][NH:9][CH2:10][CH2:11]1.[ClH:1].[ClH:2].[Na+:13].[OH-:12].[OH2:18]>>[Cl:3][CH2:4][CH2:5][N:6]1[CH2:7][CH2:8][N:9]([C:15]([CH3:14])=[O:17])[CH2:10][CH2:11]1. Reactants: C(C)(=O)C(CCCCCCC(=O)OCC)CCCC(COC=1C=NC=CC1)O (ethyl 8-acetyl-12-hydroxy-13-(3-pyridyloxy)tridecanoate), C(C)(=O)C(CCCCCCC(=O)O)CCCC(COC1=CC=C(C=C1)F)O (8-Acetyl-12-hydroxy-13-(4-fluorophenoxy)tridecanoic Acid). The product is C(C)(=O)C(CCCCCCC(=O)O)CCCC(COC=1C=NC=CC1)O (8-Acetyl-12-hydroxy-13-(3-pyridyloxy)tridecanoic Acid). As a reaction SMILES: [C:1]([CH:4]([CH2:16][CH2:17][CH2:18][CH:19]([OH:28])[CH2:20][O:21][C:22]1[CH:23]=[N:24][CH:25]=[CH:26][CH:27]=1)[CH2:5][CH2:6][CH2:7][CH2:8][CH2:9][CH2:10][C:11]([O:13]CC)=[O:12])(=[O:3])[CH3:2].C(C(CCCC(O)COC1C=CC(F)=CC=1)CCCCCCC(O)=O)(=O)C>>[C:1]([CH:4]([CH2:16][CH2:17][CH2:18][CH:19]([OH:28])[CH2:20][O:21][C:22]1[CH:23]=[N:24][CH:25]=[CH:26][CH:27]=1)[CH2:5][CH2:6][CH2:7][CH2:8][CH2:9][CH2:10][C:11]([OH:13])=[O:12])(=[O:3])[CH3:2]. Procedure details: The synthesis of this compound is carried out by the procedure of Example 1, Step F, except that an equivalent quantity of ethyl 8-acetyl-12-hydroxy-13-(3-pyridyloxy)tridecanoate is substituted for the ethyl 8-acetyl-12-hydroxy-13-(4-fluorophenoxy)tridecanoate of Example 1, Step F. Reactants: CC=1SC2=C(N1)C=CC=C2 (2-methylbenzothiazole), C(C)OC(C=C)OCC (acrolein diethyl acetal), C(C)(=O)O (acetic acid). Run in C(C)#N (acetonitrile). Yields the product C(C)OC(CCS1C(=NC2=C1C=CC=C2)C)OCC (1-(3,3-Diethoxypropyl)-2-methyl-benzothiazole), oil. Yield: 95.0%. RXN SMILES: [CH3:1][C:2]1[S:3][C:4]2[CH:10]=[CH:9][CH:8]=[CH:7][C:5]=2[N:6]=1.[CH2:11]([O:13][CH:14]([O:17][CH2:18][CH3:19])[CH:15]=[CH2:16])[CH3:12].C(O)(=O)C>C(#N)C>[CH2:11]([O:13][CH:14]([O:17][CH2:18][CH3:19])[CH2:15][CH2:16][SH:3]1[C:4]2[CH:10]=[CH:9][CH:8]=[CH:7][C:5]=2[N:6]=[C:2]1[CH3:1])[CH3:12]. Procedure: 1-(3,3-Diethoxypropyl)-2-methyl-benzothiazole was prepared by reaction of 2-methylbenzothiazole (125 mg, 0.84 mmol) with acrolein diethyl acetal (1.64 g, 12.6 mmol) and acetic acid (100 μl) in acetonitrile (4 ml) by a method analogous to that described in Section 1.2. The product was purified by HPLC on a Rainin Dynamax C18, 8 μm using a 0-100% gradient elution of water/acetonitrile (containing 0.1% TFA) over 60 minutes at 20 ml/min. The product was obtained as a colourless oil (220 mg, 95%); m/... Reactants: [BH4-].[Na+] (Sodium borohydride), CC1NC=CC2=C1SC=C2 (7-methyl-6,7-dihydrothieno[2,3-c]pyridine), C(C)O (ethanol). Run in O (water). Run at time 1 hour. Product: CC1NCCC2=C1SC=C2 (7-methyl-4,5,6,7-tetrahydrothieno[2,3-c]pyridine). Isolated yield 97.2%. As a reaction SMILES: [BH4-].[Na+].[CH3:3][CH:4]1[C:9]2[S:10][CH:11]=[CH:12][C:8]=2[CH:7]=[CH:6][NH:5]1.C(O)C>O>[CH3:3][CH:4]1[C:9]2[S:10][CH:11]=[CH:12][C:8]=2[CH2:7][CH2:6][NH:5]1 |f:0.1|. Reported procedure: Sodium borohydride(4.4 g, 116 mmol) was added portionwise at room temperature to a mixture solution of 7-methyl-6,7-dihydrothieno[2,3-c]pyridine(10.5 g, 69.4 mmol) prepared in the above Step 2 and ethanol(100 ml). After stirring for 1 hour, the reaction mixture was diluted with water, and extracted with dichloromethane. The combined dichloromethane layers were dried over magnesium sulfate and concentrated to give 10.34 g of the titled compound. (Yield: 97%) Reactants: Cl.N1CCC(CC1)CN1C(C=2N(N=C3C=CC=CC23)CC1)=O (2-(piperidin-4-yl-methyl)-3,4-dihydropyrazino[1,2-b]indazol-1(2H)-one hydrochloride), C([O-])([O-])=O.[K+].[K+] (potassium carbonate), FC1=CC=C(CCBr)C=C1 (4-fluorophenethyl bromide). Solvent: C(C)O (ethanol). Yields the product Cl.FC1=CC=C(C=C1)CCN1CCC(CC1)CN1C(C=2N(N=C3C=CC=CC23)CC1)=O (2-({1-[2-(4-fluorophenyl)ethyl]piperidin-4-yl}methyl)-3,4-dihydropyrazino[1,2-b]-indazol-1(2H)-one hydrochloride). Isolated yield 34.4%. RXN SMILES: [ClH:1].[NH:2]1[CH2:7][CH2:6][CH:5]([CH2:8][N:9]2[CH2:21][CH2:20][N:12]3[N:13]=[C:14]4[C:19]([CH:18]=[CH:17][CH:16]=[CH:15]4)=[C:11]3[C:10]2=[O:22])[CH2:4][CH2:3]1.C(=O)([O-])[O-].[K+].[K+].[F:29][C:30]1[CH:38]=[CH:37][C:33]([CH2:34][CH2:35]Br)=[CH:32][CH:31]=1>C(O)C>[ClH:1].[F:29][C:30]1[CH:38]=[CH:37][C:33]([CH2:34][CH2:35][N:2]2[CH2:7][CH2:6][CH:5]([CH2:8][N:9]3[CH2:21][CH2:20][N:12]4[N:13]=[C:14]5[C:19]([CH:18]=[CH:17][CH:16]=[CH:15]5)=[C:11]4[C:10]3=[O:22])[CH2:4][CH2:3]2)=[CH:32][CH:31]=1 |f:0.1,2.3.4,7.8|. Procedure: A solution containing 2-(piperidin-4-yl-methyl)-3,4-dihydropyrazino[1,2-b]indazol-1(2H)-one hydrochloride (528 mg; 1.64 mmol), potassium carbonate (610 mg; 4.4 mmol), 4-fluorophenethyl bromide (450 mg; 2.2 mmol) in ethanol (10 ml) was kept stirred under reflux for 24 h. The reaction was then stopped by cooling the mixture at room temperature and concentrating the solvent under reduced pressure. The residue was taken up with DCM (30 ml) and washed respectively with a saturated solution of NaHCO3 ... The reactants are CC(=O)O, CCOC(=O)c1c(NC(C)=O)sc2c1CCC(Cc1ccccc1)C2, O. Product: CCOC(=O)c1c(NC(C)=O)sc2c1CCC(Cc1ccccc1)C2=O. RXN SMILES: [C:26]([OH:27])(=[O:28])[CH3:29].[CH2:1]([CH3:2])[O:3][C:4](=[O:5])[c:6]1[c:7]2[c:8]([s:9][c:10]1[NH:11][C:12]([CH3:13])=[O:14])[CH2:15][CH:16]([CH2:19][c:20]1[cH:21][cH:22][cH:23][cH:24][cH:25]1)[CH2:17][CH2:18]2.[OH2:30]>>[CH2:1]([CH3:2])[O:3][C:4](=[O:5])[c:6]1[c:7]2[c:8]([s:9][c:10]1[NH:11][C:12]([CH3:13])=[O:14])[C:15](=[O:28])[CH:16]([CH2:19][c:20]1[cH:21][cH:22][cH:23][cH:24][cH:25]1)[CH2:17][CH2:18]2.